describe an organic reaction: reactants, conditions, products, and yield From a dataset of the Open Reaction Database (ORD), a public repository of structured organic reaction records. Starting materials: C(C)NCC1(CCN(CC1)C(=O)OCC)O (ethyl 4-ethylaminomethyl-4-hydroxypiperidine-1-carboxylate), Cl (hydrochloric acid). Product: Cl.Cl.C(C)NCC1(CCNCC1)O (4-Ethylaminomethyl-4-hydroxypiperidine dihydrochloride). Reaction SMILES: [CH2:1]([NH:3][CH2:4][C:5]1([OH:16])[CH2:10][CH2:9][N:8](C(OCC)=O)[CH2:7][CH2:6]1)[CH3:2].[ClH:17]>>[ClH:17].[ClH:17].[CH2:1]([NH:3][CH2:4][C:5]1([OH:16])[CH2:6][CH2:7][NH:8][CH2:9][CH2:10]1)[CH3:2] |f:2.3.4|. Procedure: 4.6 g (20 mmol) of ethyl 4-ethylaminomethyl-4-hydroxypiperidine-1-carboxylate is heated overnight under reflux with 35 ml of concentrated hydrochloric acid. The product is concentrated, and the crystals are triturated with acetone, filtered off with suction and dried in a vacuum desiccator over P4O10.